From a dataset of the Open Reaction Database (ORD), a public repository of structured organic reaction records. describe an organic reaction: reactants, conditions, products, and yield Run in CO (MeOH). The reactants are C(C)(C)(C)OC(=O)N1CCC(=CC1)C1=C(C=C(C=C1)NC(C(CC)CC)=O)F (4-[4-(2-ethyl-butyrylamino)-2-fluoro-phenyl]-3,6-dihydro-2H-pyridine-1-carboxylic acid tert-butyl ester), Cl (HCl), ClC(C(=O)N(CC)CC)C1=CC=CC=C1 (2-chloro-N,N-diethyl-2-phenyl-acetamide), C(=O)([O-])[O-].[K+].[K+] (K2CO3). Procedure details: To a solution of 4-[4-(2-ethyl-butyrylamino)-2-fluoro-phenyl]-3,6-dihydro-2H-pyridine-1-carboxylic acid tert-butyl ester (96 mg, 0.25 mmol) in MeOH (5 mL) was added HCl (2 mL, 1 M in Et2O). After 16 h at 25° C., the mixture was concentrated and the residue re-dissolved in DMF (2 mL). The solution was treated with 2-chloro-N,N-diethyl-2-phenyl-acetamide (225 mg, 0.32 mmol) and K2CO3 (138 mg, 1.0 mmol), and was stirred at 25° C. for 16 h. The resulting mixture was purified by PTLC to provide the t... Conditions: temperature 25 celsius, time 16 hour. The product is C(C)N(C(=O)C(N1CCC(=CC1)C1=C(C=C(C=C1)NC(C(CC)CC)=O)F)C1=CC=CC=C1)CC (N-{4-[1-(Diethylcarbamoyl-phenyl-methyl)-1,2,3,6-tetrahydro-pyridin-4-yl]-3-fluoro-phenyl}-2-ethyl-butyramide). RXN SMILES: C(OC([N:8]1[CH2:13][CH:12]=[C:11]([C:14]2[CH:19]=[CH:18][C:17]([NH:20][C:21](=[O:27])[CH:22]([CH2:25][CH3:26])[CH2:23][CH3:24])=[CH:16][C:15]=2[F:28])[CH2:10][CH2:9]1)=O)(C)(C)C.Cl.Cl[CH:31]([C:39]1[CH:44]=[CH:43][CH:42]=[CH:41][CH:40]=1)[C:32]([N:34]([CH2:37][CH3:38])[CH2:35][CH3:36])=[O:33].C([O-])([O-])=O.[K+].[K+]>CO>[CH2:35]([N:34]([CH2:37][CH3:38])[C:32]([CH:31]([C:39]1[CH:44]=[CH:43][CH:42]=[CH:41][CH:40]=1)[N:8]1[CH2:9][CH:10]=[C:11]([C:14]2[CH:19]=[CH:18][C:17]([NH:20][C:21](=[O:27])[CH:22]([CH2:23][CH3:24])[CH2:25][CH3:26])=[CH:16][C:15]=2[F:28])[CH2:12][CH2:13]1)=[O:33])[CH3:36] |f:3.4.5|. Isolated yield 20.8%. Starting materials: C(#N)C=1N=CC=2NC3=CC=CC(=C3C2C1COC)OC1=CC=CC=C1 (3-cyano-4-methoxymethyl-5-phenoxy-beta-carboline), Cl.NO (hydroxylamine hydrochloride), C([O-])([O-])=O.[K+].[K+] (potassium carbonate). The solvent is C(C)O (ethanol). Product: COCC1=C(N=CC=2NC3=CC=CC(=C3C12)OC1=CC=CC=C1)C(N)=NO (4-methoxymethyl-5-phenoxy-beta-carboline-3-carboxamidoxime). RXN SMILES: [C:1]([C:3]1[N:4]=[CH:5][C:6]2[NH:7][C:8]3[C:13]([C:14]=2[C:15]=1[CH2:16][O:17][CH3:18])=[C:12]([O:19][C:20]1[CH:25]=[CH:24][CH:23]=[CH:22][CH:21]=1)[CH:11]=[CH:10][CH:9]=3)#[N:2].Cl.[NH2:27][OH:28].C(=O)([O-])[O-].[K+].[K+]>C(O)C>[CH3:18][O:17][CH2:16][C:15]1[C:14]2[C:13]3[C:8](=[CH:9][CH:10]=[CH:11][C:12]=3[O:19][C:20]3[CH:25]=[CH:24][CH:23]=[CH:22][CH:21]=3)[NH:7][C:6]=2[CH:5]=[N:4][C:3]=1[C:1](=[N:27][OH:28])[NH2:2] |f:1.2,3.4.5|. Reported procedure: A mixture of 329 mg (0.001 mol) of 3-cyano-4-methoxymethyl-5-phenoxy-beta-carboline, 100 mg of hydroxylamine hydrochloride, 20 ml of ethanol (99%) and 0.52 ml of a 20% aqueous potassium carbonate solution is refluxed for 22 hours. The reaction mixture is filtered and the filtrate concentrated. The residue is mixed with 10 ml of water, the crystalline solid is filtered off and washed with water.